This data is from the Open Reaction Database (ORD), a public repository of structured organic reaction records. The task is: describe an organic reaction: reactants, conditions, products, and yield Reactants: BrC1=C(C=CC=C1)NC(=O)NC1=C(C(=C(C=C1)Cl)S(=O)(=O)NCCNC(=O)OC(C)(C)C)O (N-(2-bromophenyl)-N′[3-[N″-[2-(tert-butoxycarbonylamino)ethyl]aminosulfonyl]4-chloro-2-hydroxyphenyl] urea), FC(C(=O)O)(F)F (trifluoroacetic acid). Product: FC(C(=O)O)(F)F.NCCNS(=O)(=O)C=1C(=C(C=CC1Cl)NC(=O)NC1=C(C=CC=C1)Br)O (N-[3-[N″-(2-aminoethyl)aminosulfonyl]-4-chloro-2-hydroxyphenyl]-N′-(2-bromophenyl) urea trifluoroacetate). Isolated yield 34.0%. Reaction SMILES: [Br:1][C:2]1[CH:7]=[CH:6][CH:5]=[CH:4][C:3]=1[NH:8][C:9]([NH:11][C:12]1[CH:17]=[CH:16][C:15]([Cl:18])=[C:14]([S:19]([NH:22][CH2:23][CH2:24][NH:25]C(OC(C)(C)C)=O)(=[O:21])=[O:20])[C:13]=1[OH:33])=[O:10].[F:34][C:35]([F:40])([F:39])[C:36]([OH:38])=[O:37]>>[F:34][C:35]([F:40])([F:39])[C:36]([OH:38])=[O:37].[NH2:25][CH2:24][CH2:23][NH:22][S:19]([C:14]1[C:13]([OH:33])=[C:12]([NH:11][C:9]([NH:8][C:3]2[CH:4]=[CH:5][CH:6]=[CH:7][C:2]=2[Br:1])=[O:10])[CH:17]=[CH:16][C:15]=1[Cl:18])(=[O:20])=[O:21] |f:2.3|. Procedure: Following the general procedure for Boc deprotection outlined in example 36, N-(2-bromophenyl)-N′[3-[N″-[2-(tert-butoxycarbonylamino)ethyl]aminosulfonyl]4-chloro-2-hydroxyphenyl] urea (80 mg, 0.14 mmol) was stirred in trifluoroacetic acid to form the desired product (22 mg, 34%). LC-MS 465.0 (M+).